From a dataset of the Open Reaction Database (ORD), a public repository of structured organic reaction records. describe an organic reaction: reactants, conditions, products, and yield Reactants: C1(=CC=CC=C1)P(=O)(C1=CC=CC=C1)ON (O-(diphenylphosphoryl)hydroxylamine), CN(C)C=O (DMF), C1(=CC=CC=C1)C1=NNC(C2=C1SC=C2)=O (7-phenylthieno[2,3-d]pyridazin-4(5H)-one), CC(C)(C)[O-].[K+] (KOtBu). The solvent is C1CCOC1 (THF), CCOC(=O)C (EtOAc). Reaction conditions: time 1 hour. Product: NN1N=C(C2=C(C1=O)C=CS2)C2=CC=CC=C2 (5-amino-7-phenylthieno[2,3-d]pyridazin-4(5H)-one). Yield: 84.9%. Reaction SMILES: [C:1]1([C:7]2[C:12]3[S:13][CH:14]=[CH:15][C:11]=3[C:10](=[O:16])[NH:9][N:8]=2)[CH:6]=[CH:5][CH:4]=[CH:3][CH:2]=1.CC([O-])(C)C.[K+].C1(P(O[NH2:38])(C2C=CC=CC=2)=O)C=CC=CC=1.CN(C=O)C>C1COCC1.CCOC(C)=O>[NH2:38][N:9]1[C:10](=[O:16])[C:11]2[CH:15]=[CH:14][S:13][C:12]=2[C:7]([C:1]2[CH:2]=[CH:3][CH:4]=[CH:5][CH:6]=2)=[N:8]1 |f:1.2|. Reported procedure: A mixture of Example 9A (69.1 mg, 0.303 mmol) and KOtBu (1 M in THF, 0.35 mL, 0.35 mmol) in THF (1.5 mL) was stirred for 60 min, and O-(diphenylphosphoryl)hydroxylamine (81.0 mg, 0.348 mmol) and DMF (1.5 mL) were added and stirred 1 hour. The mixture was diluted with EtOAc, washed with 1 N NaOH and water, dried (Na2SO4), filtered, and concentrated to give the title compound as a white solid (62.6 mg), which was used without purification. 1H NMR (300 MHz, DMSO-d6) δ 8.16 (d, 1H), 7.89-7.82 (m, 2H... Reactants: O=C1CCC(=O)N1Cl, CC(Cl)Cl, Cc1ccc(C(=O)O)cc1-n1cnc(OCc2ccc(F)cc2F)cc1=O, O=C(O)C(Cl)Cl. Product: Cc1ccc(C(=O)O)cc1-n1cnc(OCc2ccc(F)cc2F)c(Cl)c1=O. Reaction SMILES: [Cl:28][N:29]1[C:30](=[O:31])[CH2:32][CH2:33][C:34]1=[O:35].[Cl:42][CH:43]([Cl:44])[CH3:45].[F:1][c:2]1[c:3]([CH2:4][O:5][c:6]2[n:7][cH:8][n:9](-[c:13]3[cH:14][c:15]([C:16](=[O:17])[OH:18])[cH:19][cH:20][c:21]3[CH3:22])[c:10](=[O:12])[cH:11]2)[cH:23][cH:24][c:25]([F:27])[cH:26]1.[OH:36][C:37]([CH:38]([Cl:39])[Cl:40])=[O:41]>>[F:1][c:2]1[c:3]([CH2:4][O:5][c:6]2[n:7][cH:8][n:9](-[c:13]3[cH:14][c:15]([C:16](=[O:17])[OH:18])[cH:19][cH:20][c:21]3[CH3:22])[c:10](=[O:12])[c:11]2[Cl:28])[cH:23][cH:24][c:25]([F:27])[cH:26]1. Reactants: BrC=1C=2N(C=CC1)N=C(N2)NC2=CC=C(C=C2)OC ((8-bromo-[1,2,4]triazolo[1,5-a]pyridin-2-yl)-(4-methoxy-phenyl)-amine), N1CCS(CC1)(=O)=O (thiomorpholine 1,1-dioxide). The product is O=S1(CCN(CC1)C=1C=2N(C=CC1)N=C(N2)NC2=CC=C(C=C2)OC)=O (8-(1,1-dioxidothiomorpholin-4-yl)-N-(4-methoxyphenyl)[1,2,4]triazolo[1,5-a]pyridin-2-amine), solid. Yield: 89.0%. RXN SMILES: Br[C:2]1[C:3]2[N:4]([N:8]=[C:9]([NH:11][C:12]3[CH:17]=[CH:16][C:15]([O:18][CH3:19])=[CH:14][CH:13]=3)[N:10]=2)[CH:5]=[CH:6][CH:7]=1.[NH:20]1[CH2:25][CH2:24][S:23](=[O:27])(=[O:26])[CH2:22][CH2:21]1>>[O:26]=[S:23]1(=[O:27])[CH2:24][CH2:25][N:20]([C:2]2[C:3]3[N:4]([N:8]=[C:9]([NH:11][C:12]4[CH:17]=[CH:16][C:15]([O:18][CH3:19])=[CH:14][CH:13]=4)[N:10]=3)[CH:5]=[CH:6][CH:7]=2)[CH2:21][CH2:22]1. Procedure: 8-(1,1-dioxidothiomorpholin-4-yl)-N-(4-methoxyphenyl)[1,2,4]triazolo[1,5-a]pyridin-2-amine was prepared from (8-bromo-[1,2,4]triazolo[1,5-a]pyridin-2-yl)-(4-methoxy-phenyl)-amine (50.0 mg, 0.157 mmol) and thiomorpholine 1,1-dioxide (25.0 mg, 0.185 mmol) in a manner analogous to Example 30. Product isolated as a tan solid (0.052 g, 89%). MP=231-234° C. 1H NMR (400 MHz, CDCl3, δ, ppm): 8.11 (dd, J=6.4, 1.1 Hz, 1H), 7.50-7.45 (m, 2H), 6.94-6.89 (m, 2H), 6.77 (dd, J=7.7, 6.7 Hz, 1H), 6.73 (dd, J=7.6... Reactants: CO, COc1cccc(O)c1C(=O)O, O=S(=O)(O)O. Product: COC(=O)c1c(O)cccc1OC. RXN SMILES: [CH3:13][OH:14].[CH3:1][O:2][c:3]1[cH:4][cH:5][cH:6][c:7]([OH:12])[c:8]1[C:9](=[O:10])[OH:11].[S:15](=[O:16])(=[O:17])([OH:18])[OH:19]>>[CH3:1][O:2][c:3]1[cH:4][cH:5][cH:6][c:7]([OH:12])[c:8]1[C:9](=[O:10])[O:11][CH3:13].